From a dataset of the Open Reaction Database (ORD), a public repository of structured organic reaction records. describe an organic reaction: reactants, conditions, products, and yield Run in CO (methanol). Run at temperature 50 celsius, time 30 minute. The reactants are NC=1C(N(C(=NN1)S(=O)C)C)=O (6-amino-4-methyl-3-methylsulfinyl-1,2,4-triazin-5-one), C[O-].[Na+] (sodium methylate). Yields the product NC=1C(N(C(=NN1)OC)C)=O (6-amino-4-methyl-3-methoxy-1,2,4-triazin-5-one). RXN SMILES: [NH2:1][C:2]1[C:3](=[O:12])[N:4]([CH3:11])[C:5](S(C)=O)=[N:6][N:7]=1.[CH3:13][O-:14].[Na+]>CO>[NH2:1][C:2]1[C:3](=[O:12])[N:4]([CH3:11])[C:5]([O:14][CH3:13])=[N:6][N:7]=1 |f:1.2|. Procedure: 4.1 g of 6-amino-4-methyl-3-methylsulfinyl-1,2,4-triazin-5-one are suspended in 50 ml of absolute methanol, and 4.3 ml of 30% strength methanolic sodium methylate solution are added at room temperature. The reaction proceeds slightly exothermically and the temperature rises to 35° C. The solution is then stirred at 50° C. for 30 minutes, whereupon a colourless precipitate separates out of the clear yellow solution. The reaction miture is evaporated and the residue is taken up in ethyl acetate an... The reactants are ClC=1C=C(C(N(N1)C)=O)NC1=NC=C(C=C1)[C@H]1N(CCC1)C ((S)-6-chloro-2-methyl-4-(5-(1-methylpyrrolidin-2-yl)pyridin-2-ylamino)pyridazin-3(2H)-one), [OH-].[Na+] (NaOH), C(C)(=O)OCC1=C(C=CC=C1B1OC(C(O1)(C)C)(C)C)N1C(C2=C(C=C(C=C2C=N1)C(C)(C)C)F)=O (2-(6-tert-butyl-8-fluoro-1-oxophthalazin-2(1H)-yl)-6-(4,4,5,5-tetramethyl-1,3,2-dioxaborolan-2-yl)benzyl acetate), CC(C)C1=CC(=C(C(=C1)C(C)C)C2=C(C=CC=C2)P(C3CCCCC3)C4CCCCC4)C(C)C (X-PHOS), [O-]P(=O)([O-])[O-].[K+].[K+].[K+] (potassium phosphate tribasic). Isolated yield 24.0%. Product: C(C)(C)(C)C=1C=C2C=NN(C(C2=C(C1)F)=O)C1=C(C(=CC=C1)C1=NN(C(C(=C1)NC1=NC=C(C=C1)[C@H]1N(CCC1)C)=O)C)CO (6-tert-Butyl-8-fluoro-2-(2-hydroxymethyl-3-{1-methyl-5-[5-((S)-1-methyl-pyrrolidin-2-yl)-pyridin-2-ylamino]-6-oxo-1,6-dihydro-pyridazin-3-yl}-phenyl)-2H-phthalazin-1-one). As a reaction SMILES: Cl[C:2]1[CH:3]=[C:4]([NH:10][C:11]2[CH:16]=[CH:15][C:14]([C@@H:17]3[CH2:21][CH2:20][CH2:19][N:18]3[CH3:22])=[CH:13][N:12]=2)[C:5](=[O:9])[N:6]([CH3:8])[N:7]=1.C([O:26][CH2:27][C:28]1[C:33](B2OC(C)(C)C(C)(C)O2)=[CH:32][CH:31]=[CH:30][C:29]=1[N:43]1[N:52]=[CH:51][C:50]2[C:45](=[C:46]([F:57])[CH:47]=[C:48]([C:53]([CH3:56])([CH3:55])[CH3:54])[CH:49]=2)[C:44]1=[O:58])(=O)C.CC(C1C=C(C(C)C)C(C2C=CC=CC=2P(C2CCCCC2)C2CCCCC2)=C(C(C)C)C=1)C.[O-]P([O-])([O-])=O.[K+].[K+].[K+].[OH-].[Na+]>C1COCC1.C1C=CC(/C=C/C(/C=C/C2C=CC=CC=2)=O)=CC=1.C1C=CC(/C=C/C(/C=C/C2C=CC=CC=2)=O)=CC=1.[Pd].O.C(O)CCC>[C:53]([C:48]1[CH:49]=[C:50]2[C:45](=[C:46]([F:57])[CH:47]=1)[C:44](=[O:58])[N:43]([C:29]1[CH:30]=[CH:31][CH:32]=[C:33]([C:2]3[CH:3]=[C:4]([NH:10][C:11]4[CH:16]=[CH:15][C:14]([C@@H:17]5[CH2:21][CH2:20][CH2:19][N:18]5[CH3:22])=[CH:13][N:12]=4)[C:5](=[O:9])[N:6]([CH3:8])[N:7]=3)[C:28]=1[CH2:27][OH:26])[N:52]=[CH:51]2)([CH3:56])([CH3:54])[CH3:55] |f:3.4.5.6,7.8,10.11.12|. Reagents/catalysts: C=1C=CC(=CC1)/C=C/C(=O)/C=C/C2=CC=CC=C2.C=1C=CC(=CC1)/C=C/C(=O)/C=C/C2=CC=CC=C2.[Pd] (Bis(dibenzylideneacetone)-palladium (0)). The solvent is C(CCC)O (BuOH), O (H2O), O (water), C1CCOC1 (THF). Reported procedure: In a 50 mL RB flask, (S)-6-chloro-2-methyl-4-(5-(1-methylpyrrolidin-2-yl)pyridin-2-ylamino)pyridazin-3(2H)-one (125 mg, 0.39 mmol) and 2-(6-tert-butyl-8-fluoro-1-oxophthalazin-2(1H)-yl)-6-(4,4,5,5-tetramethyl-1,3,2-dioxaborolan-2-yl)benzyl acetate (331 mg, 468 μmol) were combined with BuOH (4 ml) to give a orange solution. 1 mL of water was added. Purged with argon. X-PHOS (18.6 mg, 39.0 μmol) and potassium phosphate tribasic (166 mg, 780 μmol, were added. Argon was bubbled through for 10 min. B... Run at temperature 110 celsius, time 25 hour. Starting materials: C(CCC)O (1-Butanol), O1C23[C@@H]1C=C1[C@@H]4CC[C@H]([C@@H](CCCC(C)C)C)[C@]4(CC[C@@H]1[C@]3(CC[C@@H](C2)O)C)C (5,6α-epoxicholest-7-en-3β-ol), NCCC1=CNC=N1 (histamine). Solvent: COC(C)(C)C (methyl-tertbutyl-ether). Yields the product O[C@]12[C@@H](C=C3[C@@H]4CC[C@H]([C@@H](CCCC(C)C)C)[C@]4(CC[C@@H]3[C@]2(CC[C@@H](C1)O)C)C)NCCC=1N=CNC1 (5α-Hydroxy-6β-[2-(1H-imidazol-4-yl)-ethylamino]-cholest-7-en-3β-ol), solid. Isolated yield 64.0%. Reaction SMILES: [O:1]1[C@H:3]2[CH:4]=[C:5]3[C@@H:21]([C@@:22]4([CH3:28])[CH2:23][CH2:24][C@H:25]([OH:27])[CH2:26][C:2]124)[CH2:20][CH2:19][C@@:18]1([CH3:29])[C@H:6]3[CH2:7][CH2:8][C@@H:9]1[C@H:10]([CH3:17])[CH2:11][CH2:12][CH2:13][CH:14]([CH3:16])[CH3:15].[NH2:30][CH2:31][CH2:32][C:33]1[N:37]=[CH:36][NH:35][CH:34]=1.C(O)CCC>COC(C)(C)C>[OH:1][C@:2]12[CH2:26][C@@H:25]([OH:27])[CH2:24][CH2:23][C@:22]1([CH3:28])[C@@H:21]1[C:5]([C@H:6]3[C@:18]([CH3:29])([CH2:19][CH2:20]1)[C@@H:9]([C@H:10]([CH3:17])[CH2:11][CH2:12][CH2:13][CH:14]([CH3:16])[CH3:15])[CH2:8][CH2:7]3)=[CH:4][C@H:3]2[NH:30][CH2:31][CH2:32][C:33]1[N:37]=[CH:36][NH:35][CH:34]=1. Reported procedure: 5,6α-epoxicholest-7-en-3β-ol (8.9 g, 22.1 mmol, 1 eq) and histamine (4.9 g, 44.1 mmol, 2 eq) were charged in a round-bottomed flask equipped with a magnetic stirrer bar. 1-Butanol (70 ml, 5 vol) was added and the mixture heated to reflux for 40 h. The reaction mixture was cooled at r.t., diluted with methyl-tertbutyl-ether (5 vol) and washed with water (5 vol) and with brine (5 vol). The organic layer was passed through a silica pad (40 g) eluted with methyl-tertbutyl-ether (3 vol) then 10% Meth... The reactants are C(#N)C1=CC2=C(N=C(S2)NC(=O)NCC)C=C1 (N-(6-cyano-1,3-benzothiazol-2-yl)-N′-ethylurea), N(=[N+]=[N-])[Sn](CCCC)(CCCC)CCCC (azidotributylstannane). Run in O1CCCC1 (tetrahydrofuran). Reaction conditions: time 30 minute. Product: C(C)NC(=O)NC=1SC2=C(N1)C=CC(=C2)C=2N=NNN2 (N-Ethyl-N′-[6-(2H-1,2,3,4-tetraazol-5-yl)-1,3-benzothiazol-2-yl]urea). Reaction SMILES: [C:1]([C:3]1[CH:17]=[CH:16][C:6]2[N:7]=[C:8]([NH:10][C:11]([NH:13][CH2:14][CH3:15])=[O:12])[S:9][C:5]=2[CH:4]=1)#[N:2].[N:18]([Sn](CCCC)(CCCC)CCCC)=[N+:19]=[N-:20]>O1CCCC1>[CH2:14]([NH:13][C:11]([NH:10][C:8]1[S:9][C:5]2[CH:4]=[C:3]([C:1]3[N:18]=[N:19][NH:20][N:2]=3)[CH:17]=[CH:16][C:6]=2[N:7]=1)=[O:12])[CH3:15]. Reported procedure: About 30 mg N-(6-cyano-1,3-benzothiazol-2-yl)-N′-ethylurea was charged into about 5 mL dry tetrahydrofuran. Added about 2 g of azidotributylstannane then refluxed for about 48–72 hours. The solvent was removed under reduced pressure then the crude oil was taken up in dichloromethane. About 0.5 mL of dilute aqueous hydrochloric acid was added and a white precipitate formed. This was allowed to sit for about 30 minutes then the precipitate was collected by filtration, washed with warm THF then dri... Reactants: CC(=O)c1cccc(CBr)c1, O=C([O-])[O-], O=C([O-])O, CNCC=CC#CC(C)(C)C, CN(C)C=O, [K+], [K+], [Na+]. Yields the product CC(=O)c1cccc(CN(C)CC=CC#CC(C)(C)C)c1. RXN SMILES: [Br:18][CH2:19][c:20]1[cH:21][c:22]([C:26]([CH3:27])=[O:28])[cH:23][cH:24][cH:25]1.[C:12](=[O:13])([O-:14])[O-:15].[C:29](=[O:30])([OH:31])[O-:32].[CH3:1][C:2]([C:3]#[C:4][CH:5]=[CH:6][CH2:7][NH:8][CH3:9])([CH3:10])[CH3:11].[CH3:34][N:35]([CH3:36])[CH:37]=[O:38].[K+:16].[K+:17].[Na+:33]>>[CH3:1][C:2]([C:3]#[C:4][CH:5]=[CH:6][CH2:7][N:8]([CH3:9])[CH2:19][c:20]1[cH:21][c:22]([C:26]([CH3:27])=[O:28])[cH:23][cH:24][cH:25]1)([CH3:10])[CH3:11]. Reactants: O=C1C(Br)=C(c2ccncc2)OC12CCCC2, O=C([O-])[O-], CC1(C)OB(c2ccc(OCc3ccc4ccccc4n3)cc2)OC1(C)C, Cc1ccccc1, [Cs+], [Cs+], O. Yields the product O=C1C(c2ccc(OCc3ccc4ccccc4n3)cc2)=C(c2ccncc2)OC12CCCC2. Reaction SMILES: [Br:1][C:2]1=[C:3]([c:12]2[cH:13][cH:14][n:15][cH:16][cH:17]2)[O:4][C:5]2([C:6]1=[O:7])[CH2:8][CH2:9][CH2:10][CH2:11]2.[C:45](=[O:46])([O-:47])[O-:48].[CH3:18][C:19]1([CH3:20])[C:21]([CH3:22])([CH3:23])[O:24][B:25]([c:26]2[cH:27][cH:28][c:29]([O:30][CH2:31][c:32]3[n:33][c:34]4[cH:35][cH:36][cH:37][cH:38][c:39]4[cH:40][cH:41]3)[cH:42][cH:43]2)[O:44]1.[CH3:51][c:52]1[cH:53][cH:54][cH:55][cH:56][cH:57]1.[Cs+:49].[Cs+:50].[OH2:58]>>[C:2]1([c:26]2[cH:27][cH:28][c:29]([O:30][CH2:31][c:32]3[n:33][c:34]4[cH:35][cH:36][cH:37][cH:38][c:39]4[cH:40][cH:41]3)[cH:42][cH:43]2)=[C:3]([c:12]2[cH:13][cH:14][n:15][cH:16][cH:17]2)[O:4][C:5]2([C:6]1=[O:7])[CH2:8][CH2:9][CH2:10][CH2:11]2. Starting materials: COc1cnc2c(N(C)c3ccc([N+](=O)[O-])cc3)ccnc2c1, CO, CCOC(C)=O, [H][H]. Product: COc1cnc2c(N(C)c3ccc(N)cc3)ccnc2c1. RXN SMILES: [CH3:1][O:2][c:3]1[cH:4][n:5][c:6]2[c:7]([N:13]([c:14]3[cH:15][cH:16][c:17]([N+:20]([O-:21])=[O:22])[cH:18][cH:19]3)[CH3:23])[cH:8][cH:9][n:10][c:11]2[cH:12]1.[CH3:26][OH:27].[CH3:28][CH2:29][O:30][C:31]([CH3:32])=[O:33].[H:24][H:25]>>[CH3:1][O:2][c:3]1[cH:4][n:5][c:6]2[c:7]([N:13]([c:14]3[cH:15][cH:16][c:17]([NH2:20])[cH:18][cH:19]3)[CH3:23])[cH:8][cH:9][n:10][c:11]2[cH:12]1. The reactants are ClC1=CC=C(C(=N1)NC1=NNC(=C1)OC(C)C)[N+](=O)[O-] (6-chloro-N-(5-isopropoxy-1H-pyrazol-3-yl)-3-nitropyridin-2-amine), N[C@@H](CO)C1=CC=C(C=C1)F ((R)-2-amino-2-(4-fluorophenyl)ethanol), CCN(C(C)C)C(C)C (DIEA). Solvent: CCCCO (n-BuOH). Conditions: temperature 165 celsius. Yields the product FC1=CC=C(C=C1)[C@H](CO)NC1=NC(=C(C=C1)[N+](=O)[O-])NC1=NNC(=C1)OC(C)C ((R)-2-(4-Fluorophenyl)-2-(6-(5-isopropoxy-1H-pyrazol-3-ylamino)-5-nitropyridin-2-ylamino)ethanol). Isolated yield 85.8%. As a reaction SMILES: Cl[C:2]1[N:7]=[C:6]([NH:8][C:9]2[CH:13]=[C:12]([O:14][CH:15]([CH3:17])[CH3:16])[NH:11][N:10]=2)[C:5]([N+:18]([O-:20])=[O:19])=[CH:4][CH:3]=1.[NH2:21][C@H:22]([C:25]1[CH:30]=[CH:29][C:28]([F:31])=[CH:27][CH:26]=1)[CH2:23][OH:24].CCN(C(C)C)C(C)C>CCCCO>[F:31][C:28]1[CH:27]=[CH:26][C:25]([C@@H:22]([NH:21][C:2]2[CH:3]=[CH:4][C:5]([N+:18]([O-:20])=[O:19])=[C:6]([NH:8][C:9]3[CH:13]=[C:12]([O:14][CH:15]([CH3:17])[CH3:16])[NH:11][N:10]=3)[N:7]=2)[CH2:23][OH:24])=[CH:30][CH:29]=1. Reported procedure: A mixture of 6-chloro-N-(5-isopropoxy-1H-pyrazol-3-yl)-3-nitropyridin-2-amine (Method 28; 0.25 g, 0.84 mmol), (R)-2-amino-2-(4-fluorophenyl)ethanol (0.15 g, 0.97 mmol) and DIEA (0.16 ml, 0.92 mmol) in n-BuOH (3 ml) was heated in a sealed tube at 165° C. for 4 hours. The solvent was removed under reduced pressure and the residue was purified by column chromatography (hexane-EtOAc=1:2) to give the title compound as a yellow solid (0.30 g, 87%). 1H NMR (400 MHz) δ 12.12, 12.10 & 11.61 (s, 1H), 10.9... Reactants: C(C)O[C@@]12CCC([C@H]([C@]13C=1C(=C(C=CC1C[C@H]2N(CC3)C)OC)O)C)=O (14β-ethoxy-4-hydroxy-3-methoxy-5β,17-dimethylmorphinan-6-one), C(=O)([O-])[O-].[K+].[K+] (K2CO3). Reagents/catalysts: [Cl-].C1(=CC=CC=C1)[N+](C)(C)C (phenyltrimethyl ammonium chloride). Solvent: O (water). Run at temperature 80 celsius, time 3 hour. Yields the product C(C=1C(O)=CC=CC1)(=O)O.C(C)O[C@@]12CCC([C@H]([C@]13C=1C(=C(C=CC1C[C@H]2N(CC3)C)OC)OC)C)=O (14β-ethoxy-3,4-dimethoxy-5β,17-dimethylmorphinan-6-one salicylate). As a reaction SMILES: [CH2:1]([O:3][C@:4]12[C@@H:17]3[N:18]([CH3:21])[CH2:19][CH2:20][C@:9]1([C:10]1[C:11]([OH:24])=[C:12]([O:22][CH3:23])[CH:13]=[CH:14][C:15]=1[CH2:16]3)[C@H:8]([CH3:25])[C:7](=[O:26])[CH2:6][CH2:5]2)[CH3:2].[C:27]([O-:30])([O-])=[O:28].[K+].[K+]>[Cl-].C1([N+](C)(C)C)C=CC=CC=1.O>[C:27]([OH:30])(=[O:28])[C:5]1[C:4](=[CH:9][CH:8]=[CH:7][CH:6]=1)[OH:3].[CH2:1]([O:3][C@:4]12[C@@H:17]3[N:18]([CH3:21])[CH2:19][CH2:20][C@:9]1([C:10]1[C:11]([O:24][CH3:27])=[C:12]([O:22][CH3:23])[CH:13]=[CH:14][C:15]=1[CH2:16]3)[C@H:8]([CH3:25])[C:7](=[O:26])[CH2:6][CH2:5]2)[CH3:2] |f:1.2.3,4.5,7.8|. Reported procedure: A mixture of the compound 33 (1.895 g, 5.3 mmol) (evaporation residue of the mother liquor, see above), K2CO3 (2.12 g, 15.3 mmol), phenyltrimethyl ammonium chloride (1.8 g, 10.5 mmol) and water free N,N-dimethylformamide (20 ml) was stirred at 80° C. (bath temperature) under N2 for 3 h. After filtration from the inorganic material and washing with dichloromethane, the filtrate was evaporated down. The evaporation residue was dissolved in dichloromethane, washed with water (2×50 ml) and saturated...